describe an organic reaction: reactants, conditions, products, and yield From a dataset of the Open Reaction Database (ORD), a public repository of structured organic reaction records. The reactants are FC=1C=CC=2N=C(C=CC2C1)C, O=C(O)C1CCCCC1. Reagents/catalysts: O=S(=O)(O)OOS(=O)(=O)O.N. Solvent: O, O=S(C)C. Conditions: temperature 40 celsius, time 16 hour. Yields the product FC=1C=CC=2N=C(C=C(C2C1)C3CCCCC3)C. Yield: 62.0%. The reactants are C1=CC2=C(C=C1[O-])OC3=CC(=O)C=CC3=[N+]2[O-].[Na+] (resazurin sodium salt), C(C)(=O)O (acetic acid), CO (methanol), stannous chloride, C(C)(=O)OC(C)=O (acetic anhydride), C(Cl)(Cl)Cl.C(C)(=O)OCC (chloroform ethyl acetate). Conditions: time 20 hour. Yields the product C(C)(=O)C1=C(C(=C(C=2NC3=CC=C(C=C3OC12)O)C(C)=O)C(C)=O)O (Triacetyl-3,7-dihydroxyphenoxazine). RXN SMILES: [CH:1]1[C:6]([O-:7])=[CH:5][C:4]2[O:8][C:9]3[C:15](=[N+:16]([O-])[C:3]=2[CH:2]=1)[CH:14]=[CH:13][C:11](=[O:12])[CH:10]=3.[Na+].C(O[C:23](=[O:25])[CH3:24])(=O)C.[C:26]([OH:29])(=O)[CH3:27].CO.C(Cl)(Cl)Cl.[C:36](OCC)(=[O:38])[CH3:37]>>[C:36]([C:5]1[C:4]2[O:8][C:9]3[C:15](=[CH:14][CH:13]=[C:11]([OH:12])[CH:10]=3)[NH:16][C:3]=2[C:2]([C:26](=[O:29])[CH3:27])=[C:1]([C:23](=[O:25])[CH3:24])[C:6]=1[OH:7])(=[O:38])[CH3:37] |f:0.1,5.6|. Procedure details: 2.51 g. (10 mmole) resazurin sodium salt and 4.17 g. (22 mmole) stannous chloride were heated under reflux for 1 hour in a mixture of 6.7 ml. (72 mmole) acetic anhydride and 8 ml. glacial acetic acid, a clear brown solution gradually being formed. About 30 ml. methanol were then added thereto in an ice bath, while stirring, spontaneous crystallisation thereby taking place. After 20 hours at 0° C., the crystals were filtered off with suction, washed with ice cold isopropanol and petroleum ether a... Starting materials: CC(=O)NC1CC(C)Nc2ccc(C(F)(F)F)nc21, COc1ccc2c(n1)C(NC(C)=O)CC(C)N2, CN(C)c1ccccn1, CC(C)OC(=O)Cl, c1ccncc1. The product is CC(=O)NC1CC(C)N(C(=O)OC(C)C)c2ccc(C(F)(F)F)nc21. RXN SMILES: [CH3:18][CH:19]1[NH:20][c:21]2[cH:22][cH:23][c:24]([C:33]([F:34])([F:35])[F:36])[n:25][c:26]2[CH:27]([NH:29][C:30]([CH3:31])=[O:32])[CH2:28]1.[CH3:1][O:2][c:3]1[n:4][c:5]2[c:6]([cH:7][cH:8]1)[NH:9][CH:10]([CH3:11])[CH2:12][CH:13]2[NH:14][C:15](=[O:16])[CH3:17].[CH3:44][N:45]([c:46]1[cH:47][cH:48][cH:49][cH:50][n:51]1)[CH3:52].[Cl:37][C:38](=[O:39])[O:40][CH:41]([CH3:42])[CH3:43].[cH:53]1[cH:54][cH:55][n:56][cH:57][cH:58]1>>[CH3:18][CH:19]1[N:20]([C:38](=[O:39])[O:40][CH:41]([CH3:42])[CH3:43])[c:21]2[cH:22][cH:23][c:24]([C:33]([F:34])([F:35])[F:36])[n:25][c:26]2[CH:27]([NH:29][C:30]([CH3:31])=[O:32])[CH2:28]1. Reactants: P(=O)(Cl)(Cl)Cl (phosphorous oxychloride), [OH-].[Na+] (NaOH), CN(C)C=O (DMF), C(C)(C)C1=NN2C(C=CC=C2)=C1 (2-isopropylpyrazolo[1,5-a]pyridine), ice water. Reaction conditions: time 10 minute. Yields the product C(C)(C)C1=NN2C(C=CC=C2)=C1C=O (2-isopropylpyrazolo[1,5-a]pyridine-3-carbaldehyde). The yield is 82.0%. Reaction SMILES: P(Cl)(Cl)(Cl)=O.[CH:6]([C:9]1[CH:17]=[C:12]2[CH:13]=[CH:14][CH:15]=[CH:16][N:11]2[N:10]=1)([CH3:8])[CH3:7].[OH-].[Na+].CN([CH:23]=[O:24])C>>[CH:6]([C:9]1[C:17]([CH:23]=[O:24])=[C:12]2[CH:13]=[CH:14][CH:15]=[CH:16][N:11]2[N:10]=1)([CH3:8])[CH3:7] |f:2.3|. Procedure: Upon stirring 3 mL of DMF at room temperature, neat phosphorous oxychloride (0.8 mL 1.3 equivalents) was added dropwise. The resulting mixture was stirred at room temperature for 10 minutes, followed by dropwise addition of neat 2-isopropylpyrazolo[1,5-a]pyridine (1 g, 1 equivalent). The solution was stirred at room temperature for 19 hours and poured into 100 mL of ice water. The pH of the aqueous solution was adjusted to 8 using solid NaOH. The precipitate formed was collected by filtration an... The yield is 42.1%. Conditions: temperature 240 celsius, time 19 hour. The product is C(#N)C1=CC=C(C=C1)C1CCCC(N1C1=CC=CC=C1)=O (6-(4-cyanophenyl)-1-phenyl-2-piperidone). As a reaction SMILES: Cl[C:2]1[CH:7]=[CH:6][C:5]([CH:8]2[N:13]([C:14]3[CH:19]=[CH:18][CH:17]=[CH:16][CH:15]=3)[C:12](=[O:20])[CH2:11][CH2:10][CH2:9]2)=[CH:4][CH:3]=1.[Cu](C#N)[C:22]#[N:23].O.N>N1C=CC=CC=1>[C:22]([C:2]1[CH:7]=[CH:6][C:5]([CH:8]2[N:13]([C:14]3[CH:19]=[CH:18][CH:17]=[CH:16][CH:15]=3)[C:12](=[O:20])[CH2:11][CH2:10][CH2:9]2)=[CH:4][CH:3]=1)#[N:23] |f:2.3|. The reactants are ClC1=CC=C(C=C1)C1CCCC(N1C1=CC=CC=C1)=O (6-(4-chlorophenyl)-1-phenyl-2-piperidone), [Cu](C#N)C#N (copper cyanide), O.N (ammonia water). Procedure: To 8.55 g of 6-(4-chlorophenyl)-1-phenyl-2-piperidone were added 5.58 g of copper cyanide and 14 ml of pyridine, and the mixture was heated with stirring at 240° C. for 19 hours. The mixture was treated with diluted ammonia water, and then extracted with ethyl acetate. The extracts were washed with water, dried and treated with activated charcoal. After removal of charcoal and the solvent, the residue was purified by silica gel column chromatography (solvent; ethyl acetate:n-hexane=1:1 to 3), an... The solvent is N1=CC=CC=C1 (pyridine). The reactants are C(C)(=O)O[C@@H](C(=O)OC(C)C)CCCC1=CC(=C(C=C1)OCC=1N=C(OC1C)C=1OC=CC1)OC (Isopropyl (R)-(+)-2-acetoxy-5-[4-[2-(2-furyl)-5-methyl-4-oxazolylmethoxy]-3-methoxyphenyl]pentanoate), O (water). Run in Cl (HCl). Conditions: time 12 hour. Product: O1C(=CC=C1)C=1OC(=C(N1)COC1=C(C=C(C=C1)CCC[C@H](C(=O)OC)O)OC)C (methyl (R)-(-)-5-[4-[2-(2-furyl)-5-methyl-4-oxazolylmethoxy]-3-methoxyphenyl]-2-hydroxypentanoate). The yield is 76.8%. Reaction SMILES: C([O:4][C@H:5]([CH2:12][CH2:13][CH2:14][C:15]1[CH:20]=[CH:19][C:18]([O:21][CH2:22][C:23]2[N:24]=[C:25]([C:29]3[O:30][CH:31]=[CH:32][CH:33]=3)[O:26][C:27]=2[CH3:28])=[C:17]([O:34][CH3:35])[CH:16]=1)[C:6]([O:8][CH:9](C)C)=[O:7])(=O)C.O>Cl>[O:30]1[CH:31]=[CH:32][CH:33]=[C:29]1[C:25]1[O:26][C:27]([CH3:28])=[C:23]([CH2:22][O:21][C:18]2[CH:19]=[CH:20][C:15]([CH2:14][CH2:13][CH2:12][C@@H:5]([OH:4])[C:6]([O:8][CH3:9])=[O:7])=[CH:16][C:17]=2[O:34][CH3:35])[N:24]=1. Procedure details: Isopropyl (R)-(+)-2-acetoxy-5-[4-[2-(2-furyl)-5-methyl-4-oxazolylmethoxy]-3-methoxyphenyl]pentanoate (4.87 g) was dissolved in methanolic HCl (5%, 100 ml), which was stirred for 12 hours at room temperature. The solution was poured into water, which was subjected to extraction with ethyl acetate. The ethyl acetate layer was washed with water, dried (MgSO4) and concentrated. The residue was subjected to column chromatography on silica gel. From the fraction eluted with ethyl acetate-hexane (1:1),... Reactants: OC1(CCN(CC1)C(=O)OC(C)(C)C)C=1N(C=CN1)C (tert-butyl 4-hydroxy-4-(1-methyl-1H-imidazol-2-yl)piperidine-1-carboxylate), CS(=O)(=O)Cl (methanesulfonyl chloride), TEA. The solvent is C(Cl)Cl (CH2Cl2). Reaction conditions: time 4 hour. The product is CN1C(=NC=C1)C=1CCN(CC1)C(=O)OC(C)(C)C (tert-butyl 4-(1-methyl-1H-imidazol-2-yl)-3,6-dihydropyridine-1(2H)-carboxylate). The yield is 53.2%. Reaction SMILES: O[C:2]1([C:15]2[N:16]([CH3:20])[CH:17]=[CH:18][N:19]=2)[CH2:7][CH2:6][N:5]([C:8]([O:10][C:11]([CH3:14])([CH3:13])[CH3:12])=[O:9])[CH2:4][CH2:3]1.CS(Cl)(=O)=O>C(Cl)Cl>[CH3:20][N:16]1[CH:17]=[CH:18][N:19]=[C:15]1[C:2]1[CH2:7][CH2:6][N:5]([C:8]([O:10][C:11]([CH3:14])([CH3:13])[CH3:12])=[O:9])[CH2:4][CH:3]=1. Procedure details: To a solution of tert-butyl 4-hydroxy-4-(1-methyl-1H-imidazol-2-yl)piperidine-1-carboxylate (800 mg) in CH2Cl2 (8 ml) was added methanesulfonyl chloride (0.44 ml) and TEA (1.6 ml) under ice bath cooling, and the mixture was stirred at room temperature for 4 hours. The reaction was quenched with aq. NaHCO2 solution and extracted with EtOAc. The organic phase was washed with brine and dried over MgSO4. Solvent was removed in vacuo, and the residue was purified by silica gel column (CHCl3:MeOH=95:5... Reactants: ClCCCC1=C(N=C(S1)C1=CC=CC=C1)C(=O)Cl (5-(3-chloropropyl)-2-phenylthiazole-4-carbonyl chloride), CCN(C(C)C)C(C)C (DIPEA), N1=C(SC2=NC=CC=C21)C2=C(N)C=CC=C2 (2-(thiazolo[5,4-b]pyridin-2-yl)aniline). Run in CC#N (CH3CN). Conditions: time 16 hour. Product: ClCCCC1=C(N=C(S1)C1=CC=CC=C1)C(=O)NC1=C(C=CC=C1)C=1SC2=NC=CC=C2N1 (5-(3-chloropropyl)-2-phenyl-N-(2-(thiazolo[5,4-b]pyridin-2-yl)phenyl)thiazole-4-carboxamide). The yield is 26.0%. RXN SMILES: [Cl:1][CH2:2][CH2:3][CH2:4][C:5]1[S:9][C:8]([C:10]2[CH:15]=[CH:14][CH:13]=[CH:12][CH:11]=2)=[N:7][C:6]=1[C:16](Cl)=[O:17].CCN(C(C)C)C(C)C.[N:28]1[C:36]2[C:31](=[N:32][CH:33]=[CH:34][CH:35]=2)[S:30][C:29]=1[C:37]1[CH:43]=[CH:42][CH:41]=[CH:40][C:38]=1[NH2:39]>CC#N>[Cl:1][CH2:2][CH2:3][CH2:4][C:5]1[S:9][C:8]([C:10]2[CH:15]=[CH:14][CH:13]=[CH:12][CH:11]=2)=[N:7][C:6]=1[C:16]([NH:39][C:38]1[CH:40]=[CH:41][CH:42]=[CH:43][C:37]=1[C:29]1[S:30][C:31]2[C:36]([N:28]=1)=[CH:35][CH:34]=[CH:33][N:32]=2)=[O:17]. Reported procedure: A suspension of 5-(3-chloropropyl)-2-phenylthiazole-4-carbonyl chloride (906 mg, 3.2 mmol), DIPEA (1.1 mL, 6.4 mmol), and 2-(thiazolo[5,4-b]pyridin-2-yl)aniline b (585 mg, 2.6 mmol) in CH3CN (12 mL) was stirred for 16 h. The resulting ppt was collected by filtration, rinsed with CH3CN and dried. The crude product was purified by MPLC eluting with DCM/MeOH (0-5% gradient) to give 5-(3-chloropropyl)-2-phenyl-N-(2-(thiazolo[5,4-b]pyridin-2-yl)phenyl)thiazole-4-carboxamide (316 mg, 26% yield).